Task: describe an organic reaction: reactants, conditions, products, and yield. Dataset: the Open Reaction Database (ORD), a public repository of structured organic reaction records Starting materials: NCCOC1=C(C=CC=C1)C(C)(C)NC=1C(N(C=CN1)C=1C=C(C(=O)NC2CC2)C=C(C1C)F)=O (3-[3-({1-[2-(2-Aminoethoxy)phenyl]-1-methylethyl}amino)-2-oxopyrazin-1(2H)-yl]-N-cyclopropyl-5-fluoro-4-methylbenzamide), BrC(C(=O)OC)C (methyl bromopropanoate). Yields the product C1(CC1)NC(=O)C=1C=C(C(=C(C1)N1C(C(=NC=C1)NC(C)(C)C1=C(OCCNCCC(=O)O)C=CC=C1)=O)C)F (N-(2-{2-[1-({4-[5-(Cyclopropylcarbamoyl)-3-fluoro-2-methylphenyl]-3-oxo-3,4-dihydropyrazin-2-yl}amino)-1-methylethyl]phenoxy}ethyl)-beta-alanine). As a reaction SMILES: [NH2:1][CH2:2][CH2:3][O:4][C:5]1[CH:10]=[CH:9][CH:8]=[CH:7][C:6]=1[C:11]([NH:14][C:15]1[C:16](=[O:35])[N:17]([C:21]2[CH:22]=[C:23]([CH:30]=[C:31]([F:34])[C:32]=2[CH3:33])[C:24]([NH:26][CH:27]2[CH2:29][CH2:28]2)=[O:25])[CH:18]=[CH:19][N:20]=1)([CH3:13])[CH3:12].Br[CH:37]([CH3:42])[C:38]([O:40]C)=[O:39]>>[CH:27]1([NH:26][C:24]([C:23]2[CH:30]=[C:31]([F:34])[C:32]([CH3:33])=[C:21]([N:17]3[CH:18]=[CH:19][N:20]=[C:15]([NH:14][C:11]([C:6]4[CH:7]=[CH:8][CH:9]=[CH:10][C:5]=4[O:4][CH2:3][CH2:2][NH:1][CH2:42][CH2:37][C:38]([OH:40])=[O:39])([CH3:12])[CH3:13])[C:16]3=[O:35])[CH:22]=2)=[O:25])[CH2:28][CH2:29]1. Procedure: of the title compound was prepared from 3-(3-(2-(2-(2-aminoethoxy)phenyl)propan-2-ylamino)-2-oxopyrazin-1(2H)-yl)-N-cyclopropyl-5-fluoro-4-methylbenzamide (Example 311) and methyl bromopropanoate using a similar method to that described for Example 312. Starting materials: C(C)(C)(C)OC([C@H](CO)NC(=O)OC(C)(C)C)=O ((S)-2-tert-butoxycarbonylamino-3-hydroxypropionic acid tert-butyl ester), II (iodine), N1C=NC=C1 (imidazole), C1=CC=C(C=C1)P(C2=CC=CC=C2)C3=CC=CC=C3 (PPh3). Solvent: C(Cl)Cl (methylene chloride). Run at time 45 minute. Yields the product C(C)(C)(C)OC([C@H](CI)NC(=O)OC(C)(C)C)=O ((R)-2-tert-Butoxycarbonylamino-3-iodopropionic Acid Tert-butyl Ester). RXN SMILES: C1C=CC(P(C2C=CC=CC=2)C2C=CC=CC=2)=CC=1.[I:20]I.N1C=CN=C1.[C:27]([O:31][C:32](=[O:44])[C@@H:33]([NH:36][C:37]([O:39][C:40]([CH3:43])([CH3:42])[CH3:41])=[O:38])[CH2:34]O)([CH3:30])([CH3:29])[CH3:28]>C(Cl)Cl>[C:27]([O:31][C:32](=[O:44])[C@@H:33]([NH:36][C:37]([O:39][C:40]([CH3:43])([CH3:42])[CH3:41])=[O:38])[CH2:34][I:20])([CH3:30])([CH3:29])[CH3:28]. Procedure details: To a suspension of PPh3-resin (5 g, 6.5 mmol) in methylene chloride (50 mL) at 0° C. is added iodine (1.65 g, 6.5 mmol) and imidazole (0.485 g, 7.12 mmol) then stirring is continued at 0° C. for 45 min. To this is added (S)-2-tert-butoxycarbonylamino-3-hydroxypropionic acid tert-butyl ester (0.81 g, 3.1 mmol) and the suspension is refluxed for 45 min. The suspension is filtered and the organic layer is washed with a saturated sodium bisulfite solution, water and brine, and dried over sodium sulf... Product: CCCN(CC1CC1)c1ccc(C(F)(F)F)cc1C=O. Reactants: O=C([O-])[O-], CCOC(C)=O, Cc1ccccc1, CCCNCC1CC1, O=Cc1cc(C(F)(F)F)ccc1F, [K+], [K+], O. RXN SMILES: [C:22](=[O:23])([O-:24])[O-:25].[CH3:28][CH2:29][O:30][C:31](=[O:32])[CH3:33].[CH3:34][c:35]1[cH:36][cH:37][cH:38][cH:39][cH:40]1.[CH:14]1([CH2:17][NH:18][CH2:19][CH2:20][CH3:21])[CH2:15][CH2:16]1.[F:1][c:2]1[c:3]([CH:4]=[O:5])[cH:6][c:7]([C:10]([F:11])([F:12])[F:13])[cH:8][cH:9]1.[K+:26].[K+:27].[OH2:41]>>[c:2]1([N:18]([CH2:17][CH:14]2[CH2:15][CH2:16]2)[CH2:19][CH2:20][CH3:21])[c:3]([CH:4]=[O:5])[cH:6][c:7]([C:10]([F:11])([F:12])[F:13])[cH:8][cH:9]1. Reactants: NC=1C=C2CCC(NC2=CC1)=O (6-amino-3,4-dihydrocarbostyril), OCCN(C(C1=CC(=C(C=C1)OC)OC)=O)CCO (N,N-bis(2-hydroxyethyl)-3,4-dimethoxybenzamide), P(O)(O)(O)=O (phosphoric acid), [OH-].[Na+] (sodium hydroxide). Solvent: O (water). The product is COC=1C=C(C(=O)N2CCN(CC2)C=2C=C3CCC(NC3=CC2)=O)C=CC1OC (6-[4-(3,4-dimethoxybenzoyl)-1-piperazinyl]-3,4-dihydrocarbostyril). Isolated yield 71.4%. Reaction SMILES: [NH2:1][C:2]1[CH:3]=[C:4]2[C:9](=[CH:10][CH:11]=1)[NH:8][C:7](=[O:12])[CH2:6][CH2:5]2.O[CH2:14][CH2:15][N:16]([CH2:29][CH2:30]O)[C:17](=[O:28])[C:18]1[CH:23]=[CH:22][C:21]([O:24][CH3:25])=[C:20]([O:26][CH3:27])[CH:19]=1.P(=O)(O)(O)O.[OH-].[Na+]>O>[CH3:27][O:26][C:20]1[CH:19]=[C:18]([CH:23]=[CH:22][C:21]=1[O:24][CH3:25])[C:17]([N:16]1[CH2:15][CH2:14][N:1]([C:2]2[CH:3]=[C:4]3[C:9](=[CH:10][CH:11]=2)[NH:8][C:7](=[O:12])[CH2:6][CH2:5]3)[CH2:30][CH2:29]1)=[O:28] |f:3.4|. Procedure details: A mixture of 2.7 g of 6-amino-3,4-dihydrocarbostyril, 5.9 g of N,N-bis(2-hydroxyethyl)-3,4-dimethoxybenzamide and 8.6 g of 85% phosphoric acid was reacted at 165° to 175° C. for 4.5 hours while stirring. After allowing to cool, to the reaction mixture was added dropwise about 50 ml of water to dissolve. The solution was neutralized with an aqueous 48% sodium hydroxide solution and extracted with chloroform. After drying the extract over potassium carbonate, chloroform was distilled off. Recrysta... Reactants: COC1=CC=C(CN2C(C(C=3C=C4C(=CC23)NC(=N4)NC(C4=CC=CC=C4)=O)(C)C)=O)C=C1 (N-[5-(4-Methoxy-benzyl)-7,7-dimethyl-6-oxo-3,5,6,7-tetrahydro-imidazo[4,5-f]indol-2-yl]-benzamide), B(Br)(Br)Br (BBr3), Cl (hydrochloric acid). The solvent is C(Cl)Cl (CH2Cl2). Reaction conditions: time 18 hour. Yields the product OC1=CC=C(CN2C(C(C=3C=C4C(=CC23)NC(=N4)NC(C4=CC=CC=C4)=O)(C)C)=O)C=C1 (N-[5-(4-Hydroxy-benzyl)-7,7-dimethyl-6-oxo-3,5,6,7-tetrahydro-imidazo[4,5-f]indol-2-yl]-benzamide). The yield is 58.6%. As a reaction SMILES: C[O:2][C:3]1[CH:33]=[CH:32][C:6]([CH2:7][N:8]2[C:16]3[CH:15]=[C:14]4[NH:17][C:18]([NH:20][C:21](=[O:28])[C:22]5[CH:27]=[CH:26][CH:25]=[CH:24][CH:23]=5)=[N:19][C:13]4=[CH:12][C:11]=3[C:10]([CH3:30])([CH3:29])[C:9]2=[O:31])=[CH:5][CH:4]=1.B(Br)(Br)Br.Cl>C(Cl)Cl>[OH:2][C:3]1[CH:4]=[CH:5][C:6]([CH2:7][N:8]2[C:16]3[CH:15]=[C:14]4[NH:17][C:18]([NH:20][C:21](=[O:28])[C:22]5[CH:27]=[CH:26][CH:25]=[CH:24][CH:23]=5)=[N:19][C:13]4=[CH:12][C:11]=3[C:10]([CH3:29])([CH3:30])[C:9]2=[O:31])=[CH:32][CH:33]=1. Reported procedure: N-[5-(4-Methoxy-benzyl)-7,7-dimethyl-6-oxo-3,5,6,7-tetrahydro-imidazo[4,5-f]indol-2-yl]-benzamide (10 mg; 0.02 mmol) is suspended in a BBr3 solution in CH2Cl2 (1 M; 100 μl) and stirred at RT for 18 h. After addition of hydrochloric acid (200 μl; 1 N) the mixture is stirred at RT for another 1 h and then evaporated to dryness. The crude material is purified by preparative RP-HPLC, eluted with MeCN/water to yield the desired compound (5 mg).